From a dataset of the Open Reaction Database (ORD), a public repository of structured organic reaction records. describe an organic reaction: reactants, conditions, products, and yield Starting materials: C(C)OC1=C(CO)C=CC=C1[N+](=O)[O-] (2-ethyoxy-3-nitrobenzyl alcohol), C(Br)(Br)(Br)Br (carbon tetrabromide), C1(=CC=CC=C1)P(C1=CC=CC=C1)C1=CC=CC=C1 (triphenylphosphine). The solvent is C(Cl)Cl (methylene chloride). Run at time 30 minute. Yields the product C(C)OC1=C(CBr)C=CC=C1[N+](=O)[O-] (2-ethoxy-3-nitrobenzyl bromide). Yield: 87.0%. Reaction SMILES: [CH2:1]([O:3][C:4]1[C:11]([N+:12]([O-:14])=[O:13])=[CH:10][CH:9]=[CH:8][C:5]=1[CH2:6]O)[CH3:2].C(Br)(Br)(Br)[Br:16].C1(P(C2C=CC=CC=2)C2C=CC=CC=2)C=CC=CC=1>C(Cl)Cl>[CH2:1]([O:3][C:4]1[C:11]([N+:12]([O-:14])=[O:13])=[CH:10][CH:9]=[CH:8][C:5]=1[CH2:6][Br:16])[CH3:2]. Procedure: To a mixture of the compound (3.13 g) obtained in Example 417b, carbon tetrabromide (5.26 g) and methylene chloride (100 ml), triphenylphosphine (4.16 g) was added under ice cooling. The reaction mixture was stirred under ice cooling for 30 min and concentrated under reduced pressure. The resulting residue was purified by silica gel column chromatography (eluent, ethyl acetate: n-hexane=1:9) to give 3.59 g of the titled compound (yield, 87%). Starting materials: C#CCCOCCCCCCBr, CC1(C)OCc2cc(C3CNC(=O)O3)ccc2O1, Cl, [H-], [Na+], CN(C)C=O. The product is C#CCCOCCCCCCN1CC(c2ccc3c(c2)COC(C)(C)O3)OC1=O. Reaction SMILES: [CH2:21]([CH2:22][C:23]#[CH:24])[O:25][CH2:26][CH2:27][CH2:28][CH2:29][CH2:30][CH2:31][Br:32].[CH3:1][C:2]1([CH3:18])[O:3][CH2:4][c:5]2[c:6]([cH:8][cH:9][c:10]([CH:12]3[CH2:13][NH:14][C:15](=[O:17])[O:16]3)[cH:11]2)[O:7]1.[ClH:33].[H-:19].[Na+:20].[O:34]=[CH:35][N:36]([CH3:37])[CH3:38]>>[CH3:1][C:2]1([CH3:18])[O:3][CH2:4][c:5]2[c:6]([cH:8][cH:9][c:10]([CH:12]3[CH2:13][N:14]([CH2:31][CH2:30][CH2:29][CH2:28][CH2:27][CH2:26][O:25][CH2:21][CH2:22][C:23]#[CH:24])[C:15](=[O:17])[O:16]3)[cH:11]2)[O:7]1. Starting materials: S1C=NC=C1C1=CC=C(C=C1)CN(C[C@@H]([C@H](CC1=CC=CC=C1)NC([C@@H](NC(=O)OC)C(C)(C)C)=O)O)N (1-[4-(thiazol-5-yl)-phenyl]-4(S)-hydroxy-2-amino-5(S)-N-(N-methoxycarbonyl-(L)-tert-leucyl)amino-6-phenyl-2-azahexane), CN1CCOCC1 (NMM), C(C)OC(=O)N[C@@H](C(C)C)C(=O)O (N-ethoxycarbonyl-(L)-valine), [B-](F)(F)(F)F.CN(C)C(=[N+](C)C)ON1C=CC=CC1=O (TPTU). The solvent is CN(C)C=O (DMF), CN(C)C=O (DMF). Reaction conditions: time 8 hour. Product: S1C=NC=C1C1=CC=C(C=C1)C(N(C[C@@H]([C@H](CC1=CC=CC=C1)NC([C@@H](NC(=O)OC)C(C)(C)C)=O)O)C([C@@H](NC(=O)OCC)C(C)C)=O)N (1-[4-(Thiazol-5-yl)-phenyl]-4(S)-hydroxy-2-N-(N-ethoxycarbonyl-(L)-valyl)-amino-5(S)-N-(N-methoxycarbonyl-(L)-tert-leucyl)amino-6-phenyl-2-azahexane). RXN SMILES: [S:1]1[C:5]([C:6]2[CH:11]=[CH:10][C:9]([CH2:12][N:13](N)[CH2:14][C@H:15]([OH:37])[C@@H:16]([NH:24][C:25](=[O:36])[C@H:26]([C:32]([CH3:35])([CH3:34])[CH3:33])[NH:27][C:28]([O:30][CH3:31])=[O:29])[CH2:17][C:18]3[CH:23]=[CH:22][CH:21]=[CH:20][CH:19]=3)=[CH:8][CH:7]=2)=[CH:4][N:3]=[CH:2]1.C[N:40]1CCOCC1.[CH2:46]([O:48][C:49]([NH:51][C@H:52]([C:56]([OH:58])=O)[CH:53]([CH3:55])[CH3:54])=[O:50])[CH3:47].[B-](F)(F)(F)F.CN(C(ON1C(=O)C=CC=C1)=[N+](C)C)C>CN(C=O)C>[S:1]1[C:5]([C:6]2[CH:11]=[CH:10][C:9]([CH:12]([NH2:40])[N:13]([C:56](=[O:58])[C@H:52]([CH:53]([CH3:55])[CH3:54])[NH:51][C:49]([O:48][CH2:46][CH3:47])=[O:50])[CH2:14][C@H:15]([OH:37])[C@@H:16]([NH:24][C:25](=[O:36])[C@H:26]([C:32]([CH3:35])([CH3:34])[CH3:33])[NH:27][C:28]([O:30][CH3:31])=[O:29])[CH2:17][C:18]3[CH:23]=[CH:22][CH:21]=[CH:20][CH:19]=3)=[CH:8][CH:7]=2)=[CH:4][N:3]=[CH:2]1 |f:3.4|. Procedure: Under an argon atmosphere, 344 mg of 1-[4-(thiazol-5-yl)-phenyl]-4(S)-hydroxy-2-amino-5(S)-N-(N-methoxycarbonyl-(L)-tert-leucyl)amino-6-phenyl-2-azahexane (Example 2d) and 191 μl (1.74 mmol) of NMM in 5.6 ml of DMF are added to 132 mg (0.7 mmol) of N-ethoxycarbonyl-(L)-valine (EP 0 604 368, Example 9a) and 173 mg (0.58 mmol) of TPTU in 2.9 ml of DMF, and the mixture is stirred at room temperature overnight and worked up analogously to Example 3, yielding the title compound: TLC: Rf=0.45 (methyle... Starting materials: [Cl-].[Ce+3].[Cl-].[Cl-] (cerium chloride), C1CCOC1 (THF), FC1=CC=C(C(=O)C2=CC=C(C=C2)F)C=C1 (4,4′-difluorobenzophenone), C1CCOC1 (THF), C(C)[Mg]Cl (ethylmagnesium chloride). The solvent is C(C)(=O)O (acetic acid). Conditions: time 20 hour. The product is FC1=CC=C(C=C1)C(CC)(O)C1=CC=C(C=C1)F (1,1-Bis(4-fluorophenyl)propanol). Isolated yield 78.0%. As a reaction SMILES: [Cl-].[Ce+3].[Cl-].[Cl-].[CH2:5]1COC[CH2:6]1.C([Mg]Cl)C.[F:14][C:15]1[CH:29]=[CH:28][C:18]([C:19]([C:21]2[CH:26]=[CH:25][C:24]([F:27])=[CH:23][CH:22]=2)=[O:20])=[CH:17][CH:16]=1>C(O)(=O)C>[F:14][C:15]1[CH:29]=[CH:28][C:18]([C:19]([C:21]2[CH:26]=[CH:25][C:24]([F:27])=[CH:23][CH:22]=2)([OH:20])[CH2:5][CH3:6])=[CH:17][CH:16]=1 |f:0.1.2.3|. Procedure: Into a reactor were introduced 10.0 g (40.6 mmol) of cerium chloride and 80 mL of THF under a nitrogen atmosphere. This mixture was stirred at room temperature for 20 hours and then cooled to 0° C. Thereto was added dropwise 25.1 mL (24.3 mmol; 0.97 M THF solution) of ethylmagnesium chloride over 30 minutes. Subsequently, a solution prepared by mixing 3.54 g (16.2 mmol) of 4,4′-difluorobenzophenone with 20 mL of THF was added dropwise thereto over 40 minutes, and this mixture was stirred for 1 h... Reactants: O=C1CCC(=O)N1Br, C1C2CC3CC1CC(C2)C3=C1C2CC3CC(C2)CC1C3, ClCCl, [Na+], [Na+], O=S([O-])([O-])=S, O. The product is BrC1C2CC3CC(C2)C(=C2C4CC5CC(C4)CC2C5)C1C3. As a reaction SMILES: [Br:21][N:22]1[C:23](=[O:24])[CH2:25][CH2:26][C:27]1=[O:28].[CH:1]12[C:2](=[C:11]3[CH:12]4[CH2:13][CH:14]5[CH2:15][CH:16]([CH2:17][CH:18]3[CH2:19]5)[CH2:20]4)[CH:3]3[CH2:4][CH:5]([CH2:6][CH:7]([CH2:8]1)[CH2:9]3)[CH2:10]2.[Cl:37][CH2:38][Cl:39].[Na+:30].[Na+:31].[O-:32][S:33]([O-:34])(=[S:35])=[O:36].[OH2:29]>>[CH:1]12[C:2](=[C:11]3[CH:12]4[CH2:13][CH:14]5[CH2:15][CH:16]([CH2:17][CH:18]3[CH2:19]5)[CH2:20]4)[CH:3]3[CH2:4][CH:5]([CH2:6][CH:7]([CH2:8]1)[CH2:9]3)[CH:10]2[Br:21]. The reactants are BrC1=CN2C(S1)=C(N=C2)C(=O)O (2-bromoimidazo[5,1-b]thiazole-7-carboxylic acid), C(C1=CC=CC=C1)(=O)O (benzoic acid). Solvent: ClC1=C(C=C(C=C1)Cl)Cl (1,2,4-trichlorobenzene), CCCCCC (hexane). Run at temperature 180 celsius, time 24 hour. Yields the product BrC1=CN2C(S1)=CN=C2 (2-bromoimidazo[5,1-b]thiazole). The yield is 49.2%. RXN SMILES: [Br:1][C:2]1[S:6][C:5]2=[C:7](C(O)=O)[N:8]=[CH:9][N:4]2[CH:3]=1.C(O)(=O)C1C=CC=CC=1>ClC1C=CC(Cl)=CC=1Cl.CCCCCC>[Br:1][C:2]1[S:6][C:5]2=[CH:7][N:8]=[CH:9][N:4]2[CH:3]=1. Procedure details: A solution of 2-bromoimidazo[5,1-b]thiazole-7-carboxylic acid (32 mg, 0.13 mmol) and benzoic acid (16 mg, 0.13 mmol) dissolved in 1,2,4-trichlorobenzene (1 ml) was stirred at 180° C. for 24 hr. The reaction solution was allowed to cool to room temperature, was diluted with hexane, and was extracted with 2 M hydrochloric acid (3 ml×3). The aqueous layer was neutralized with a 2 M aqueous solution of sodium hydroxide and was extracted with ethyl acetate (5 ml×3). The organic layer was washed with ... Starting materials: ( i ), O (water), COCC=1SC=CC1 (2-methoxymethylthiophene), [S] (sulphur). Conditions: time 2 hour. Product: COCC=1SC(=CC1)SCC(=O)O (2-(2-methoxymethylthien-5-ylthio)acetic acid). Yield: 18.0%. Reaction SMILES: [CH3:1][O:2][CH2:3][C:4]1[S:5][CH:6]=[CH:7][CH:8]=1.[S].[OH2:10]>>[CH3:1][O:2][CH2:3][C:4]1[S:5][C:6]([S:5][CH2:4][C:3]([OH:2])=[O:10])=[CH:7][CH:8]=1 |^3:8|. Procedure details: Using a similar procedure to that described in Example 32, part (i), 2-methoxymethylthiophene (10.09 g) was lithiated and reacted with sulphur at 25°-30° C. After stirring the reaction mixture for 2 hours, the mixture was poured into water (150 ml) and the aqueous layer separated. A solution of potassium carbonate (5.45 g) and chloroacetic acid (7.45 g) in water (25 ml) was added to the aqueous layer, and the mixture allowed to stand for 18 hours. The mixture was acidified to pH 2 with 2 M hydro... Reactants: CCC(CC)CBr, C1CCOC1, COC(=O)C1CCCCC1, CCOC(C)=O, CCCCCC, CC(C)NC(C)C, Cl. Yields the product CCC(CC)CC1(C(=O)OC)CCCCC1. Reaction SMILES: [Br:24][CH2:25][CH:26]([CH2:27][CH3:28])[CH2:29][CH3:30].[CH2:32]1[O:33][CH2:34][CH2:35][CH2:36]1.[CH3:14][O:15][C:16](=[O:17])[CH:18]1[CH2:19][CH2:20][CH2:21][CH2:22][CH2:23]1.[CH3:37][CH2:38][O:39][C:40](=[O:41])[CH3:42].[CH3:8][CH2:9][CH2:10][CH2:11][CH2:12][CH3:13].[CH:1]([NH:2][CH:3]([CH3:4])[CH3:5])([CH3:6])[CH3:7].[ClH:31]>>[CH3:14][O:15][C:16](=[O:17])[C:18]1([CH2:25][CH:26]([CH2:27][CH3:28])[CH2:29][CH3:30])[CH2:19][CH2:20][CH2:21][CH2:22][CH2:23]1.